This data is from the Open Reaction Database (ORD), a public repository of structured organic reaction records. The task is: describe an organic reaction: reactants, conditions, products, and yield Reactants: [Na].N1=CN=C2N(C=NC2=C1N)C1(O)[C@H](O)[C@@H](OCP(=O)(O)O)CO1 (1-(adenin-9-yl)-3-O-(phosphonomethyl)-L-threofuranose sodium salt), N1(C(=O)N=C(N)C=C1)C1(O)[C@H](O)[C@@H](OCP(=O)(OC(C)C)OC(C)C)CO1 (1-(cytosin-1-yl)-3-O-(diisopropylphosphonomethyl)-L-threofuranose). Yields the product [Na].N1(C(=O)N=C(N)C=C1)C1(O)[C@H](O)[C@@H](OCP(=O)(O)O)CO1 (1-(cytosin-1-yl)-3-O-(phosphonomethyl)-L-threofuranose sodium salt). Yield: 43.0%. RXN SMILES: [Na:1].N1C(N)=C2C(N(C3(OC[C@H](OCP(O)(O)=O)[C@H]3O)O)C=N2)=NC=1.[N:25]1([C:33]2([O:51][CH2:50][C@H:37]([O:38][CH2:39][P:40]([O:46]C(C)C)([O:42]C(C)C)=[O:41])[C@H:35]2[OH:36])[OH:34])[CH:32]=[CH:31][C:29]([NH2:30])=[N:28][C:26]1=[O:27]>>[Na:1].[N:25]1([C:33]2([O:51][CH2:50][C@H:37]([O:38][CH2:39][P:40]([OH:42])([OH:46])=[O:41])[C@H:35]2[OH:36])[OH:34])[CH:32]=[CH:31][C:29]([NH2:30])=[N:28][C:26]1=[O:27] |f:0.1,3.4,^1:0,51|. Reported procedure: This compound was prepared as described for 3a, using 18 (150 mg, 0.38 mmol) as a starting material. Compound 3d (58 mg, 0.16 mmol) was obtained as a colorless solid, in 43% yield, which was characterized as follows: Starting materials: C1CCOC1, COC1Cc2ccccc2C1N, CCN(C(C)C)C(C)C, Clc1nc(Cl)nc(Cl)n1, O. The product is COC1Cc2ccccc2C1Nc1nc(Cl)nc(Cl)n1. As a reaction SMILES: [CH2:32]1[O:33][CH2:34][CH2:35][CH2:36]1.[CH3:1][O:2][CH:3]1[CH:4]([NH2:12])[c:5]2[cH:6][cH:7][cH:8][cH:9][c:10]2[CH2:11]1.[CH:22]([N:23]([CH2:24][CH3:25])[CH:26]([CH3:27])[CH3:28])([CH3:29])[CH3:30].[Cl:13][c:14]1[n:15][c:16]([Cl:17])[n:18][c:19]([Cl:20])[n:21]1.[OH2:31]>>[CH3:1][O:2][CH:3]1[CH:4]([NH:12][c:19]2[n:18][c:16]([Cl:17])[n:15][c:14]([Cl:13])[n:21]2)[c:5]2[cH:6][cH:7][cH:8][cH:9][c:10]2[CH2:11]1. Reactants: N#CC1(C(C(=O)O)C(=O)O)CCCCC1, Cc1ccccc1. Yields the product N#CC1(CC(=O)O)CCCCC1. As a reaction SMILES: [C:1](#[N:2])[C:3]1([CH:9]([C:10](=[O:11])[OH:12])[C:13]([OH:14])=[O:15])[CH2:4][CH2:5][CH2:6][CH2:7][CH2:8]1.[CH3:16][c:17]1[cH:18][cH:19][cH:20][cH:21][cH:22]1>>[C:1](#[N:2])[C:3]1([CH2:9][C:10](=[O:11])[OH:12])[CH2:4][CH2:5][CH2:6][CH2:7][CH2:8]1. The reactants are CCOC(=O)Cc1ccc(OC)c(Oc2ccc(N)cc2CN2CCOC2=O)c1, O=C(Cl)c1cc(C(F)(F)F)cc(C(F)(F)F)c1. Yields the product CCOC(=O)Cc1ccc(OC)c(Oc2ccc(NC(=O)c3cc(C(F)(F)F)cc(C(F)(F)F)c3)cc2CN2CCOC2=O)c1. RXN SMILES: [CH2:1]([CH3:2])[O:3][C:4]([CH2:5][c:6]1[cH:7][c:8]([O:14][c:15]2[c:16]([CH2:22][N:23]3[C:24](=[O:28])[O:25][CH2:26][CH2:27]3)[cH:17][c:18]([NH2:21])[cH:19][cH:20]2)[c:9]([O:12][CH3:13])[cH:10][cH:11]1)=[O:29].[F:30][C:31]([c:32]1[cH:33][c:34]([C:35](=[O:36])[Cl:37])[cH:38][c:39]([C:41]([F:42])([F:43])[F:44])[cH:40]1)([F:45])[F:46]>>[CH2:1]([CH3:2])[O:3][C:4]([CH2:5][c:6]1[cH:7][c:8]([O:14][c:15]2[c:16]([CH2:22][N:23]3[C:24](=[O:28])[O:25][CH2:26][CH2:27]3)[cH:17][c:18]([NH:21][C:35]([c:34]3[cH:33][c:32]([C:31]([F:30])([F:45])[F:46])[cH:40][c:39]([C:41]([F:42])([F:43])[F:44])[cH:38]3)=[O:36])[cH:19][cH:20]2)[c:9]([O:12][CH3:13])[cH:10][cH:11]1)=[O:29]. Reactants: C(O)([O-])=O.[Na+] (sodium hydrogen carbonate), CC1(C(CC(C1)C)=O)C (2,2,4-trimethyl-cyclopentanone), ice, C(C)(=O)[O-].[Na+] (sodium acetate), C(C)(=O)OO (peracetic acid). Solvent: C(Cl)(Cl)Cl (chloroform). Run at time 18 hour. Yields the product CC1(CC(OC(C1)C)=O)C (4,4,6-trimethyl-tetrahydropyran-2-one). As a reaction SMILES: [CH3:1][C:2]1(C)[CH2:6][CH:5](C)[CH2:4][C:3]1=O.[C:10]([O-:13])(=[O:12])[CH3:11].[Na+].C(OO)(=O)C.C(=O)([O-])O.[Na+]>C(Cl)(Cl)Cl>[CH3:1][C:2]1([CH3:6])[CH2:3][CH:4]([CH3:5])[O:12][C:10](=[O:13])[CH2:11]1 |f:1.2,4.5|. Procedure: 3.84 gm of 2,2,4-trimethyl-cyclopentanone were dissolved in 50 ml of chloroform and cooled in the ice bath. At 0° C., a solution of 0.2 gm of sodium acetate in 11.4 gm of a 40% aqueous peracetic acid was added. The reaction mixture was stirred for 18 hours at room temperature, then neutralized with a sodium hydrogen carbonate solution. The organic phase was separated, dried and concentrated. By distillation, 3.4 gm of 4,6,6-trimethyl-tetrahydropyran-2 -one (I) were recovered with the following c... Reactants: CCOC(=O)C1C2CCC(C2)C1NCCC(C)C, CS(=O)(=O)Nc1ccc2c(c1)S(=O)(=O)N=C(CC(=O)O)N2, CCN=C=NCCCN(C)C, CN1CCOCC1, CN(C)C=O, Cl, Cl. Product: CCOC(=O)C1C2CCC(C2)C1N(CCC(C)C)C(=O)CC1=NS(=O)(=O)c2cc(NS(C)(=O)=O)ccc2N1. As a reaction SMILES: [CH2:22]([CH3:23])[O:24][C:25](=[O:26])[CH:27]1[CH:28]2[CH2:29][CH2:30][CH:31]([CH:32]1[NH:33][CH2:34][CH2:35][CH:36]([CH3:37])[CH3:38])[CH2:39]2.[CH3:1][S:2](=[O:3])(=[O:4])[NH:5][c:6]1[cH:7][c:8]2[c:9]([cH:20][cH:21]1)[NH:10][C:11]([CH2:16][C:17](=[O:18])[OH:19])=[N:12][S:13]2(=[O:14])=[O:15].[CH3:41][N:42]([CH3:43])[CH2:44][CH2:45][CH2:46][N:47]=[C:48]=[N:49][CH2:50][CH3:51].[CH3:52][N:53]1[CH2:54][CH2:55][O:56][CH2:57][CH2:58]1.[CH3:60][N:61]([CH3:62])[CH:63]=[O:64].[ClH:40].[ClH:59]>>[CH3:1][S:2](=[O:3])(=[O:4])[NH:5][c:6]1[cH:7][c:8]2[c:9]([cH:20][cH:21]1)[NH:10][C:11]([CH2:16][C:17](=[O:19])[N:33]([CH:32]1[CH:27]([C:25]([O:24][CH2:22][CH3:23])=[O:26])[CH:28]3[CH2:29][CH2:30][CH:31]1[CH2:39]3)[CH2:34][CH2:35][CH:36]([CH3:37])[CH3:38])=[N:12][S:13]2(=[O:14])=[O:15].